The task is: describe an organic reaction: reactants, conditions, products, and yield. This data is from the Open Reaction Database (ORD), a public repository of structured organic reaction records. Reactants: C(C)(=O)O[C@H]1[C@@H]([C@@H](O[C@H]([C@@H]1OC(C)=O)C1=CC(=C(C=C1)Cl)CC1=CC=C(C=C1)OCC)Br)OC(C)=O (acetic acid (2S,3S,4R,5S,6S)-4,5-diacetoxy-2-bromo-6-[4-chloro-3-(4-ethoxy-benzyl)-phenyl]-tetrahydro-pyran-3-yl ester), CO (MeOH). Reaction conditions: temperature 70 celsius. Yields the product C(C)(=O)O[C@H]1[C@@H]([C@H](O[C@H]([C@@H]1OC(C)=O)C1=CC(=C(C=C1)Cl)CC1=CC=C(C=C1)OCC)OC)OC(C)=O (acetic acid (2S,3S,4R,5S,6S)-4,5-diacetoxy-6-[4-chloro-3-(4-ethoxy-benzyl)-phenyl]-2-methoxy-tetrahydro-pyran-3-yl ester). Yield: 78.0%. Reaction SMILES: [C:1]([O:4][C@@H:5]1[C@@H:10]([O:11][C:12](=[O:14])[CH3:13])[C@H:9]([C:15]2[CH:20]=[CH:19][C:18]([Cl:21])=[C:17]([CH2:22][C:23]3[CH:28]=[CH:27][C:26]([O:29][CH2:30][CH3:31])=[CH:25][CH:24]=3)[CH:16]=2)[O:8][C@@H:7](Br)[C@H:6]1[O:33][C:34](=[O:36])[CH3:35])(=[O:3])[CH3:2].[CH3:37][OH:38]>>[C:1]([O:4][C@@H:5]1[C@@H:10]([O:11][C:12](=[O:14])[CH3:13])[C@H:9]([C:15]2[CH:20]=[CH:19][C:18]([Cl:21])=[C:17]([CH2:22][C:23]3[CH:28]=[CH:27][C:26]([O:29][CH2:30][CH3:31])=[CH:25][CH:24]=3)[CH:16]=2)[O:8][C@H:7]([O:38][CH3:37])[C@H:6]1[O:33][C:34](=[O:36])[CH3:35])(=[O:3])[CH3:2]. Procedure: Crude bromide from step B (8.4 g, 14.4 mmol) and ZnO (1.2 g, 14.4 mmol) were dissolved in MeOH (144 ml) and heated at 70° C. for 1 hour. The reaction was cooled to room temperature, filtered through celite with EtOAc, and concentrated under vacuum. The residue was recrystallized from MeOH in two batches to give acetic acid (2S,3S,4R,5S,6S)-4,5-diacetoxy-6-[4-chloro-3-(4-ethoxy-benzyl)-phenyl]-2-methoxy-tetrahydro-pyran-3-yl ester (5.98 g, 11.2 mmol, 78%) as the pure β-anomer. Reactants: ( 4 ), [C@H]1(CC2=CC=CC3=CC=CC1=C23)N2CCC(CC2)=O ((R)-1-(acenaphthen-1-yl)-piperidin-4-one), C1(=C(C=CC=C1)N)N (1,2-phenylenediamine), C(C)(=O)O[BH-](OC(C)=O)OC(C)=O.[Na+] (sodium triacetoxy borohydride), C([O-])([O-])=O.[K+].[K+] (potassium carbonate). Run in C1CCOC1 (THF), C(C)(=O)O (acetic acid), O (water). Conditions: time 24 hour. The product is [C@H]1(CC2=CC=CC3=CC=CC1=C23)N2CCC(CC2)NC=2C(=CC=CC2)N ((R)—N-[1-(acenaphthen-1-yl)piperidin-4-yl]-benzene-1,2-diamine). The yield is 52.4%. Reaction SMILES: [C@H:1]1([N:13]2[CH2:18][CH2:17][C:16](=O)[CH2:15][CH2:14]2)[C:11]2=[C:12]3[C:7](=[CH:8][CH:9]=[CH:10]2)[CH:6]=[CH:5][CH:4]=[C:3]3[CH2:2]1.[C:20]1([NH2:27])[CH:25]=[CH:24][CH:23]=[CH:22][C:21]=1[NH2:26].C(O[BH-](OC(=O)C)OC(=O)C)(=O)C.[Na+].C(=O)([O-])[O-].[K+].[K+]>C1COCC1.O.C(O)(=O)C>[C@H:1]1([N:13]2[CH2:18][CH2:17][CH:16]([NH:26][C:21]3[C:20]([NH2:27])=[CH:25][CH:24]=[CH:23][CH:22]=3)[CH2:15][CH2:14]2)[C:11]2=[C:12]3[C:7](=[CH:8][CH:9]=[CH:10]2)[CH:6]=[CH:5][CH:4]=[C:3]3[CH2:2]1 |f:2.3,4.5.6|. Reported procedure: (R)-Acenaphthen-1-yl-amine•hydrochloride (25 g) was dissolved in water (200 ml) and the mixture was alkalified with potassium carbonate and extracted with chloroform. The extract was washed with water and saturated brine, dried over magnesium sulfate, and concentrated. The obtained (R)-acenaphthen-1-yl-amine (21 g, 124 mmol) was dissolved in ethanol (200 ml). Potassium carbonate (2.5 g, 18 mmol) and 1-ethyl-1-methyl-4-oxopiperidinium iodide (40 g) dissolved in water (100 ml) was added and the mi... Reactants: C(C)(=O)OCC1=C(OC=C1)C(C)=O (3-Acetoxymethyl-2-acetylfuran), [Br-].[Br-].[Br-].[NH+]1=CC=CC=C1.[NH+]1=CC=CC=C1.[NH+]1=CC=CC=C1 (pyridinium tribromide), C([O-])(O)=O.[Na+] (sodium bicarbonate). Run in C(C)(=O)O (acetic acid). The yield is 95.0%. Reported procedure: 3-Acetoxymethyl-2-acetylfuran (1.7 g, 9.3 mmol, prepared according to the procedure described in Acta. Chemica. Scandinavia, 1990, 44, 916) was dissolved in acetic acid (30 ml). To the solution was added pyridinium tribromide (3.3 g, 10.2 mmol) and the resulting mixture was stirred at room temperature for 3 h. The mixture was cooled to 0° C. and saturated aqueous sodium bicarbonate added dropwise until the solution was basic. The mixture was extracted with ethyl acetate (100 ml). The organic ext... RXN SMILES: [C:1]([O:4][CH2:5][C:6]1[CH:10]=[CH:9][O:8][C:7]=1[C:11](=[O:13])[CH3:12])(=[O:3])[CH3:2].[Br-:14].[Br-].[Br-].[NH+]1C=CC=CC=1.[NH+]1C=CC=CC=1.[NH+]1C=CC=CC=1.C(=O)(O)[O-].[Na+]>C(O)(=O)C>[C:1]([O:4][CH2:5][C:6]1[CH:10]=[CH:9][O:8][C:7]=1[C:11](=[O:13])[CH2:12][Br:14])(=[O:3])[CH3:2] |f:1.2.3.4.5.6,7.8|. Conditions: time 3 hour. Product: C(C)(=O)OCC1=C(OC=C1)C(CBr)=O (3-Acetoxymethyl-2-(bromoacetyl)furan). Starting materials: COCCCN=C=O (3-methoxypropyl isocyanate), C(C1=CC=CC=C1)C1=NC=2N(C(N(C(C2N1)=O)CCCOC)=O)CCC1=CC=C(C=C1)[N+](=O)[O-] (8-benzyl-3-[2-(4-nitrophenyl)ethyl]-1-(3-methoxypropyl)xanthine), C([O-])([O-])=O.[Na+].[Na+] (sodium carbonate), C(C)NCCO (2-(ethylamino)ethanol). Solvent: ClCCCl (1,2-dichloroethane). The product is C(C1=CC=CC=C1)C1=NC=2N(C(N(C(C2N1CCN(CCO)CC)=O)CCCOC)=O)CCC1=CC=C(C=C1)[N+](=O)[O-] (8-benzyl-7-[2-ethyl(2-hydroxyethyl)amino]ethyl-3-[2-(4-nitrophenyl)ethyl]-1-(3-methoxypropyl)xanthine). Reaction SMILES: CO[CH2:3][CH2:4]CN=C=O.[CH2:9]([C:16]1[NH:24][C:23]2[C:22](=[O:25])[N:21]([CH2:26][CH2:27][CH2:28][O:29][CH3:30])[C:20](=[O:31])[N:19]([CH2:32][CH2:33][C:34]3[CH:39]=[CH:38][C:37]([N+:40]([O-:42])=[O:41])=[CH:36][CH:35]=3)[C:18]=2[N:17]=1)[C:10]1[CH:15]=[CH:14][CH:13]=[CH:12][CH:11]=1.C(=O)([O-])[O-].[Na+].[Na+].[CH2:49]([NH:51][CH2:52][CH2:53][OH:54])[CH3:50]>ClCCCl>[CH2:9]([C:16]1[N:24]([CH2:50][CH2:49][N:51]([CH2:3][CH3:4])[CH2:52][CH2:53][OH:54])[C:23]2[C:22](=[O:25])[N:21]([CH2:26][CH2:27][CH2:28][O:29][CH3:30])[C:20](=[O:31])[N:19]([CH2:32][CH2:33][C:34]3[CH:35]=[CH:36][C:37]([N+:40]([O-:42])=[O:41])=[CH:38][CH:39]=3)[C:18]=2[N:17]=1)[C:10]1[CH:15]=[CH:14][CH:13]=[CH:12][CH:11]=1 |f:2.3.4|. Procedure: By methods well known in the art 3-methoxypropyl isocyanate is converted into 8-benzyl-3-[2-(4-nitrophenyl)ethyl]-1-(3-methoxypropyl)xanthine. By the method of Example 3, this substance is alkylated with a mixture of 1,2-dichloroethane, sodium carbonate and 2-(ethylamino)ethanol to yield 8-benzyl-7-[2-ethyl(2-hydroxyethyl)amino]ethyl-3-[2-(4-nitrophenyl)ethyl]-1-(3-methoxypropyl)xanthine. By the method of Example 4 this substance is reduced with hydrazine hydrate or hydrogen gas in the presence ... Reaction SMILES: [Br:1][C:2]1[CH:7]=[CH:6][C:5]([OH:8])=[CH:4][CH:3]=1.[CH2:9]1[O:11][C@H:10]1[CH2:12]Cl>>[Br:1][C:2]1[CH:7]=[CH:6][C:5]([O:8][CH2:12][C@@H:10]2[CH2:9][O:11]2)=[CH:4][CH:3]=1. Product: BrC1=CC=C(OC[C@H]2OC2)C=C1 ((S)-2-(4-Bromo-phenoxymethyl)-oxirane). Procedure details: The title compound was prepared from 4-bromophenol and R-epichlorohydrin employing the procedures as set forth in Step 1 of Example 1. Reactants: BrC1=CC=C(C=C1)O (4-bromophenol), C1[C@@H](O1)CCl (R-epichlorohydrin). The reactants are Clc1ccccc1Br, O=CCC1CCN(Cc2ccccc2)CC1, [Li]CCCC, C1CCOC1, O. Yields the product OC(CC1CCN(Cc2ccccc2)CC1)c1ccccc1Cl. RXN SMILES: [Br:1][c:2]1[c:3]([Cl:8])[cH:4][cH:5][cH:6][cH:7]1.[CH2:14]([c:15]1[cH:16][cH:17][cH:18][cH:19][cH:20]1)[N:21]1[CH2:22][CH2:23][CH:24]([CH2:27][CH:28]=[O:29])[CH2:25][CH2:26]1.[CH2:9]([Li:10])[CH2:11][CH2:12][CH3:13].[O:31]1[CH2:32][CH2:33][CH2:34][CH2:35]1.[OH2:30]>>[c:2]1([CH:28]([CH2:27][CH:24]2[CH2:23][CH2:22][N:21]([CH2:14][c:15]3[cH:16][cH:17][cH:18][cH:19][cH:20]3)[CH2:26][CH2:25]2)[OH:29])[c:3]([Cl:8])[cH:4][cH:5][cH:6][cH:7]1. The reactants are C[C@H]1[C@@H]([C@H]([C@H]([C@@H](O1)OC[C@@H]2[C@H]([C@@H]([C@H]([C@@H](O2)OC=3C=C(C4=C(C3)O[C@@H](CC4=O)C=5C=CC(=C(C5)O)OC)O)O)O)O)O)O)O (hesperidin), C[C@H]1[C@@H]([C@H]([C@H]([C@@H](O1)OC[C@@H]2[C@H]([C@@H]([C@H]([C@@H](O2)OC3=CC(=C4C(=O)C[C@H](OC4=C3)C5=CC(=C(C=C5)OC)O)O)O)O)O)O)O)O (cirantin), CC1C(C(C(C(O1)OCC2C(C(C(C(O2)OC3=CC(=C4C(=O)CC(OC4=C3)C5=CC(=C(C=C5)OC)O)O)O)O)O)O)O)O (hesperetin-7-rutinoside), [C@@H]1([C@H](O)[C@H](O)[C@@H](O)[C@@H](O1)C)OC[C@@H]1[C@H]([C@@H]([C@H]([C@@H](O1)OC1=CC2=C(C(C[C@H](O2)C2=CC(=C(C=C2)OC)O)=O)C(=C1)O)O)O)O ((S)-7-[[6-O-(6-Deoxy-α-L-mannopyranosyl)-β-D-glucopyranosyl]oxy]-2,3-dihydro-5-hydroxy-2-(3-hydroxy-4-methoxyphenyl)-4H-1-benzopyran-4-one), CC1C(C(C(C(O1)OCC2C(C(C(C(O2)OC3=CC(=C4C(=O)CC(OC4=C3)C5=CC(=C(C=C5)OC)O)O)O)O)O)O)O)O (hesperetin 7-rhamnoglucoside). Product: C[C@H]1[C@@H]([C@H]([C@H]([C@@H](O1)OC[C@@H]2[C@H]([C@@H]([C@H]([C@@H](O2)OC=3C=C(C4=C(C3)OC(=CC4=O)C=5C=CC(=C(C5)O)OC)O)O)O)O)O)O)O (diosmin). As a reaction SMILES: [CH3:1][C@@H:2]1[O:7][C@@H:6]([O:8][CH2:9][C@H:10]2[O:15][C@@H:14]([O:16][C:17]3[CH:18]=[C:19]([OH:37])[C:20]4[C:26](=[O:27])[CH2:25][C@@H:24]([C:28]5[CH:29]=[CH:30][C:31]([O:35][CH3:36])=[C:32]([OH:34])[CH:33]=5)[O:23][C:21]=4[CH:22]=3)[C@H:13]([OH:38])[C@@H:12]([OH:39])[C@@H:11]2[OH:40])[C@H:5]([OH:41])[C@H:4]([OH:42])[C@H:3]1[OH:43].CC1OC(OCC2OC(OC3C=C4C(C(CC(C5C=CC(OC)=C(O)C=5)O4)=O)=C(O)C=3)C(O)C(O)C2O)C(O)C(O)C1O>>[CH3:1][C@@H:2]1[O:7][C@@H:6]([O:8][CH2:9][C@H:10]2[O:15][C@@H:14]([O:16][C:17]3[CH:18]=[C:19]([OH:37])[C:20]4[C:26](=[O:27])[CH:25]=[C:24]([C:28]5[CH:29]=[CH:30][C:31]([O:35][CH3:36])=[C:32]([OH:34])[CH:33]=5)[O:23][C:21]=4[CH:22]=3)[C@H:13]([OH:38])[C@@H:12]([OH:39])[C@@H:11]2[OH:40])[C@H:5]([OH:41])[C@H:4]([OH:42])[C@H:3]1[OH:43]. Procedure: hesperidin, (S)-7-[[6-O-(6-Deoxy-α-L-mannopyranosyl)-β-D-glucopyranosyl]oxy]-2,3-dihydro-5-hydroxy-2-(3-hydroxy-4-methoxyphenyl)-4H-1-benzopyran-4-one; hesperetin 7-rhamnoglucoside; cirantin; hesperetin-7-rutinoside;